From a dataset of the Open Reaction Database (ORD), a public repository of structured organic reaction records. describe an organic reaction: reactants, conditions, products, and yield Reactants: C(CI)O, c1(c(n[nH]c1)C)[N+](=O)[O-]. Reagents/catalysts: c1ccc(cc1)-c2c3ccccc3cc4ccccc24 (9-Phenylanthracene), C(=O)([O-])[O-].[Cs+].[Cs+] (Cs2CO3). Run in CN(C)C=O  (DMF). Conditions: temperature 50 celsius, time 18 hour. The product is Cc1nn(CCO)cc1[N+](=O)[O-]. RXN SMILES: [CH3:1][c:2]1[c:6]([N+:7]([O-:9])=[O:8])[cH:5][nH:4][n:3]1.[OH:10][CH2:11][CH2:12]I>>[CH3:1][c:2]1[c:6]([N+:7]([O-:9])=[O:8])[cH:5][n:4]([CH2:12][CH2:11][OH:10])[n:3]1.